Dataset: the Open Reaction Database (ORD), a public repository of structured organic reaction records. Task: describe an organic reaction: reactants, conditions, products, and yield The reactants are C(=O)([O-])[O-].[K+].[K+] (K2CO3), COC(CCCCCCCC(=O)O)=O (nonanedioic acid monomethyl ester), B.CSC (borane dimethylsulfide). The solvent is C1CCOC1 (THF), C1CCOC1 (THF). Conditions: time 10 minute. The product is COC(CCCCCCCCO)=O (9-hydroxy-nonanoic acid methyl ester). The yield is 53.1%. RXN SMILES: [CH3:1][O:2][C:3](=[O:14])[CH2:4][CH2:5][CH2:6][CH2:7][CH2:8][CH2:9][CH2:10][C:11](O)=[O:12].B.CSC.C([O-])([O-])=O.[K+].[K+]>C1COCC1>[CH3:1][O:2][C:3](=[O:14])[CH2:4][CH2:5][CH2:6][CH2:7][CH2:8][CH2:9][CH2:10][CH2:11][OH:12] |f:1.2,3.4.5|. Reported procedure: To a solution of nonanedioic acid monomethyl ester (4.80 g, 20 mmol) in THF (20 mL) at −20° C. was added a solution of borane-dimethylsulfide in THF (2.0 M, 10 mL) over 10 min. The resulting mixture was stirred for an additional 10 min, and then allowed to stir at room temperature overnight. Aqueous K2CO3 solution was added, and the product was extracted with ethyl ether (3×). The crude product was purified by flash column chromatography (hexane/EtOAc:2/1) to yield 9-hydroxy-nonanoic acid methyl... Reactants: BrC1=C(C=C(C(=O)Cl)C=C1)Cl (4-bromo-3-chlorobenzoyl chloride), C(C)(C)NC1CCCCC1 (isopropyl cyclohexyl amine). Run in O1CCCC1 (tetrahydrofuran), C1CCOC1 (THF). Reaction conditions: time 1 hour. The product is BrC1=C(C=C(C(=O)N(C(C)C)C2CCCCC2)C=C1)Cl (4-bromo-3-chloro-N-cyclohexyl-N-isopropylbenzamide). RXN SMILES: [Br:1][C:2]1[CH:10]=[CH:9][C:5]([C:6](Cl)=[O:7])=[CH:4][C:3]=1[Cl:11].[CH:12]([NH:15][CH:16]1[CH2:21][CH2:20][CH2:19][CH2:18][CH2:17]1)([CH3:14])[CH3:13]>O1CCCC1>[Br:1][C:2]1[CH:10]=[CH:9][C:5]([C:6]([N:15]([CH:16]2[CH2:21][CH2:20][CH2:19][CH2:18][CH2:17]2)[CH:12]([CH3:14])[CH3:13])=[O:7])=[CH:4][C:3]=1[Cl:11]. Procedure: To a stirred, cold (0° C.) solution of 4-bromo-3-chlorobenzoyl chloride (6.14 g, 24.2 mmol) in tetrahydrofuran (20 ml) is added dropwise a solution of isopropyl cyclohexyl amine (6.841g, 48.4 mmol) in THF (7 mL). After stirring for 1 hr. at 0° C., the reaction is stirred at room temperature for 3 hr. and refluxed for 3 hr. The reaction is concentrated in vacuo and the residual mass is dissolved in ethyl ether and water. The layers are separated and the organic layer washed once with water, twice... Reaction SMILES: [Br:1][CH2:2][CH:3]([OH:6])[CH2:4][OH:5].S(=O)(=O)(O)O.C([O-])([O-])=O.[K+].[K+].[CH3:18][C:19]([CH3:21])=O>>[CH3:18][C:19]1([CH3:21])[O:6][CH:3]([CH2:2][Br:1])[CH2:4][O:5]1 |f:2.3.4|. Conditions: time 24 hour. Isolated yield 53.5%. Reactants: S(O)(O)(=O)=O (sulfuric acid), BrCC(CO)O (3-bromo-1,2-propanediol), CC(=O)C (acetone), C(=O)([O-])[O-].[K+].[K+] (K2CO3). Procedure: Into a 500 milliliter round bottom flask equipped with a magnetic stir bar and drying tube, a solution of 28.0 grams (0.181 mole) of 3-bromo-1,2-propanediol in 200 milliliters of acetone was added. Then, 0.5 milliliter of concentrated sulfuric acid was added and the reaction allowed to proceed at room temperature for 24 hours with continuous stirring. The reaction mixture was neutralized with 13.0 grams of K2CO3 for 30 minutes, the solution was filtered and the solvent evaporated in vacuo. The r... The product is CC1(OCC(O1)CBr)C ((2,2-dimethyl-1,3-dioxolan-4-yl)methyl bromide). The reactants are [Br-], Cc1cc(Br)c2ncc(O)nc2c1, Cc1cc(Br)c2nc(O)cnc2c1, CCCC[N+](CCCC)(CCCC)CCCC, CCCCCC, CCOCC, FC(F)Cl, [Na+], C1COCCO1, [OH-], O. Product: Cc1cc(Br)c2ncc(OC(F)F)nc2c1. As a reaction SMILES: [Br-:33].[Br:14][c:15]1[cH:16][c:17]([CH3:26])[cH:18][c:19]2[n:20][c:21]([OH:25])[cH:22][n:23][c:24]12.[Br:1][c:2]1[cH:3][c:4]([CH3:5])[cH:6][c:7]2[c:8]1[n:9][c:10]([OH:11])[cH:12][n:13]2.[CH2:34]([N+:35]([CH2:36][CH2:37][CH2:38][CH3:39])([CH2:40][CH2:41][CH2:42][CH3:43])[CH2:44][CH2:45][CH2:46][CH3:47])[CH2:48][CH2:49][CH3:50].[CH3:57][CH2:58][CH2:59][CH2:60][CH2:61][CH3:62].[CH3:63][CH2:64][O:65][CH2:66][CH3:67].[Cl:29][CH:30]([F:31])[F:32].[Na+:28].[O:51]1[CH2:52][CH2:53][O:54][CH2:55][CH2:56]1.[OH-:27].[OH2:68]>>[Br:14][c:15]1[cH:16][c:17]([CH3:26])[cH:18][c:19]2[n:20][c:21]([O:25][CH:30]([F:31])[F:32])[cH:22][n:23][c:24]12. Product: FC1=CC=C(C=C1)C1C(CN(CC1)C(=O)OC(C)(C)C)OCC1=CC=C(C=C1)SC (tert-butyl (3RS,4RS)-4-(4-fluoro-phenyl)-3-(4-methylsulphanyl-benzyloxy)-piperidine-1-carboxylate). Procedure: In an analogous manner to that described in Example 1 (g), by alkylating tert-butyl (3RS,4RS)-4-(4-fluoro-phenyl)-3-hydroxy-piperidine-1-carboxylate [Example 3 (b)] with 4-methylthio-benzyl chloride [J.Org.Chem. (1988), 53(3), 561-569] there was obtained tert-butyl (3RS,4RS)-4-(4-fluoro-phenyl)-3-(4-methylsulphanyl-benzyloxy)-piperidine-1-carboxylate as a colourless oil; MS: 432 (M+H)+. Reaction SMILES: [F:1][C:2]1[CH:7]=[CH:6][C:5]([CH:8]2[CH2:13][CH2:12][N:11]([C:14]([O:16][C:17]([CH3:20])([CH3:19])[CH3:18])=[O:15])[CH2:10][CH:9]2[OH:21])=[CH:4][CH:3]=1.[CH3:22][S:23][C:24]1[CH:31]=[CH:30][C:27]([CH2:28]Cl)=[CH:26][CH:25]=1>>[F:1][C:2]1[CH:3]=[CH:4][C:5]([CH:8]2[CH2:13][CH2:12][N:11]([C:14]([O:16][C:17]([CH3:18])([CH3:20])[CH3:19])=[O:15])[CH2:10][CH:9]2[O:21][CH2:28][C:27]2[CH:30]=[CH:31][C:24]([S:23][CH3:22])=[CH:25][CH:26]=2)=[CH:6][CH:7]=1. The reactants are Example 1 ( g ), CSC1=CC=C(CCl)C=C1 (4-methylthio-benzyl chloride), FC1=CC=C(C=C1)C1C(CN(CC1)C(=O)OC(C)(C)C)O (tert-butyl (3RS,4RS)-4-(4-fluoro-phenyl)-3-hydroxy-piperidine-1-carboxylate), Example 3 ( b ). Reactants: C(C1=CC=CC=C1)N1CCC2(CC1)OC(C1=C2C=CC(=C1)F)=O (1′-Benzyl-5-fluoro-3H-spiro[2-benzofuran-1,4′-piperidin]-3-one). Reagents/catalysts: [Pd] (Pd/C), Cl (HCl). The solvent is C(C)O (ethanol). Product: FC1=CC2=C(C=C1)C1(CCNCC1)OC2=O (5-fluoro-3H-spiro[2-benzofuran-1,4′-piperidin]-3-one). The yield is 94.9%. RXN SMILES: C([N:8]1[CH2:13][CH2:12][C:11]2([C:17]3[CH:18]=[CH:19][C:20]([F:22])=[CH:21][C:16]=3[C:15](=[O:23])[O:14]2)[CH2:10][CH2:9]1)C1C=CC=CC=1>C(O)C.Cl.[Pd]>[F:22][C:20]1[CH:19]=[CH:18][C:17]2[C:11]3([O:14][C:15](=[O:23])[C:16]=2[CH:21]=1)[CH2:10][CH2:9][NH:8][CH2:13][CH2:12]3. Reported procedure: 1′-Benzyl-5-fluoro-3H-spiro[2-benzofuran-1,4′-piperidin]-3-one (0.622 g, 2 mmol) was suspended in ethanol (6 ml). The mixture was acidified with a few drops of HCl 37%. Pd/C 10% (65 mg, 0.06 mmol) was added. The mixture was refluxed under an hydrogen atmosphere for 1 hour then cooled to room temperature, purged with argon and diluted with dichloromethane. The catalyst was filtered and the filtrate was concentrated in vacuo. The white solid was dissolved in water (20 ml). The solution was basifie...